This data is from the Open Reaction Database (ORD), a public repository of structured organic reaction records. The task is: describe an organic reaction: reactants, conditions, products, and yield Starting materials: C(C)(C)(C)OC(=O)N1CC(C2=CC=C(C=C12)Cl)(C)C (6-chloro-3,3-dimethyl-2,3-dihydro-indole-1-carboxylic acid tert-butyl-ester), BrN1C(CCC1=O)=O (N-bromosuccinimide). The solvent is CC#N (MeCN). Reaction conditions: time 1 hour. The product is C(C)(C)(C)OC(=O)N1CC(C2=CC(=C(C=C12)Cl)Br)(C)C (5-Bromo-6-chloro-3,3-dimethyl-2,3-dihydro-indole-1-carboxylic acid tert-butyl ester). Yield: 35.9%. RXN SMILES: [C:1]([O:5][C:6]([N:8]1[C:16]2[C:11](=[CH:12][CH:13]=[C:14]([Cl:17])[CH:15]=2)[C:10]([CH3:19])([CH3:18])[CH2:9]1)=[O:7])([CH3:4])([CH3:3])[CH3:2].[Br:20]N1C(=O)CCC1=O>CC#N>[C:1]([O:5][C:6]([N:8]1[C:16]2[C:11](=[CH:12][C:13]([Br:20])=[C:14]([Cl:17])[CH:15]=2)[C:10]([CH3:19])([CH3:18])[CH2:9]1)=[O:7])([CH3:4])([CH3:2])[CH3:3]. Reported procedure: To 6-chloro-3,3-dimethyl-2,3-dihydro-indole-1-carboxylic acid tert-butyl-ester (0.500 g, 2.75 mmol) in MeCN (3.78 mL) was added N-bromosuccinimide (0.492 g, 2.76 mmol) at room temperature. The reaction was stirred for 1 h at room temperature and concentrated. Chromatography (silica gel, gradient elution, 0-40%, EtOAc in petrol 40-60) gave the title compound (356 mg), 1H NMR (Me-d3-OD): 7.80 (1H, s), 7.43 (1H, s), 3.73 (2H, s), 1.66-1.51 (9H, m), 1.32 (6H, s). Reactants: C(C1=CC=CC=C1)OCCCOC1=CC=C(C=C1)C1C(CN(CC1)C(=O)OC(C)(C)C)O (tert-butyl (3RS,4RS)-4-[4-(3-benzyloxy-propoxy)-phenyl]-3-hydroxy-piperidine-1-carboxylate), Example 86 ( n ), Br.BrCC=1C=C2C=CN=CC2=CC1 (6-bromomethyl-isoquinoline hydrobromide). Product: C(C1=CC=CC=C1)OCCCOC1=CC=C(C=C1)C1C(CN(CC1)C(=O)OC(C)(C)C)OCC=1C=C2C=CN=CC2=CC1 (tert-butyl (3RS,4RS)-4-[4-(3-benzyloxy-propoxy)-phenyl]-3-(isoquinolin-6-ylmethoxy)-piperidine-1-carboxylate). RXN SMILES: [CH2:1]([O:8][CH2:9][CH2:10][CH2:11][O:12][C:13]1[CH:18]=[CH:17][C:16]([CH:19]2[CH2:24][CH2:23][N:22]([C:25]([O:27][C:28]([CH3:31])([CH3:30])[CH3:29])=[O:26])[CH2:21][CH:20]2[OH:32])=[CH:15][CH:14]=1)[C:2]1[CH:7]=[CH:6][CH:5]=[CH:4][CH:3]=1.Br.Br[CH2:35][C:36]1[CH:37]=[C:38]2[C:43](=[CH:44][CH:45]=1)[CH:42]=[N:41][CH:40]=[CH:39]2>>[CH2:1]([O:8][CH2:9][CH2:10][CH2:11][O:12][C:13]1[CH:18]=[CH:17][C:16]([CH:19]2[CH2:24][CH2:23][N:22]([C:25]([O:27][C:28]([CH3:29])([CH3:31])[CH3:30])=[O:26])[CH2:21][CH:20]2[O:32][CH2:35][C:36]2[CH:37]=[C:38]3[C:43](=[CH:44][CH:45]=2)[CH:42]=[N:41][CH:40]=[CH:39]3)=[CH:15][CH:14]=1)[C:2]1[CH:3]=[CH:4][CH:5]=[CH:6][CH:7]=1 |f:1.2|. Procedure details: By alkylating tert-butyl (3RS,4RS)-4-[4-(3-benzyloxy-propoxy)-phenyl]-3-hydroxy-piperidine-1-carboxylate [Example 86 (n)] with 6-bromomethyl-isoquinoline hydrobromide (Example 4) analogously to Example 1 (g) there was obtained tert-butyl (3RS,4RS)-4-[4-(3-benzyloxy-propoxy)-phenyl]-3-(isoquinolin-6-ylmethoxy)-piperidine-1-carboxylate as a colourless oil; MS: 583 (M+H)+.